This data is from the Open Reaction Database (ORD), a public repository of structured organic reaction records. The task is: describe an organic reaction: reactants, conditions, products, and yield Starting materials: COC=1C=C(C=C(C1OC)OC)C=C1COCC(C1=O)=CC1=CC(=C(C(=C1)OC)OC)OC (tetrahydro-3,5-bis[(3,4,5-trimethoxyphenyl)methylene]-4H-pyran-4-one), NC=1SCCN1 (2-amino-2-thiazoline), CCO (EtOH). The solvent is C(Cl)(Cl)Cl (CHCl3). Product: COC=1C=C(C=C(C1OC)OC)C1C2=C(N=C3N1CCS3)C(COC2)=CC2=CC(=C(C(=C2)OC)OC)OC (2,3,8,9-Tetrahydro-5-(3,4,5-trimethoxyphenyl)-9-[(3,4,5-trimethoxyphenyl)methylene]-5H,6H-pyrano[4,3-d]thiazolo[3,2-a]pyrimidine). Reaction SMILES: [CH3:1][O:2][C:3]1[CH:4]=[C:5]([CH:13]=[C:14]2[C:19](=O)[C:18](=[CH:21][C:22]3[CH:27]=[C:26]([O:28][CH3:29])[C:25]([O:30][CH3:31])=[C:24]([O:32][CH3:33])[CH:23]=3)[CH2:17][O:16][CH2:15]2)[CH:6]=[C:7]([O:11][CH3:12])[C:8]=1[O:9][CH3:10].[NH2:34][C:35]1[S:36][CH2:37][CH2:38][N:39]=1.CCO>C(Cl)(Cl)Cl>[CH3:12][O:11][C:7]1[CH:6]=[C:5]([CH:13]2[N:39]3[CH2:38][CH2:37][S:36][C:35]3=[N:34][C:19]3[C:18](=[CH:21][C:22]4[CH:27]=[C:26]([O:28][CH3:29])[C:25]([O:30][CH3:31])=[C:24]([O:32][CH3:33])[CH:23]=4)[CH2:17][O:16][CH2:15][C:14]2=3)[CH:4]=[C:3]([O:2][CH3:1])[C:8]=1[O:9][CH3:10]. Procedure details: A stirred solution of tetrahydro-3,5-bis[(3,4,5-trimethoxyphenyl)methylene]-4H-pyran-4-one (3.0 g, 6.5 mmole) and 2-amino-2-thiazoline (0.8 g, 7.8 mmole) in 75 ml of CHCl3 is heated at reflux for 44 hours. After cooling, the solution is filtered to remove a small amount of insoluble material. The solvent is evaporated to give an oily residue which solidifies when treated with a small amount of EtOH. The yield is 2.2 g, m.p. 166°-168°. Crystallization from 10 ml of MeCN gives 1.5 g (42%) of light... The reactants are COC1=CC=2CC[C@H]3[C@@H]4C[C@H]([C@@H]([C@@]4(C)CC[C@@H]3C2C=C1)O)C (3-methoxy-16α-methyl-1,3,5(10)-estratrien-17β-ol), N (ammonia), N (ammonia), [Li] (lithium). Run in C1CCOC1 (THF), C(C)(C)(C)O (tert.-butanol). Reaction conditions: temperature -40 celsius, time 3 hour. The product is COC=1CC=2CC[C@H]3[C@@H]4C[C@H]([C@@H]([C@@]4(C)CC[C@@H]3C2CC1)O)C (3-methoxy-16α-methyl-2,5(10)-estradien-17β-ol). Isolated yield 95.4%. As a reaction SMILES: [CH3:1][O:2][C:3]1[CH:20]=[CH:19][C:18]2[C@@H:17]3[C@H:8]([C@H:9]4[C@@:13]([CH2:15][CH2:16]3)([CH3:14])[C@@H:12]([OH:21])[C@H:11]([CH3:22])[CH2:10]4)[CH2:7][CH2:6][C:5]=2[CH:4]=1.N.[Li]>C1COCC1.C(O)(C)(C)C>[CH3:1][O:2][C:3]1[CH2:4][C:5]2[CH2:6][CH2:7][C@@H:8]3[C@@H:17]([C:18]=2[CH2:19][CH:20]=1)[CH2:16][CH2:15][C@@:13]1([CH3:14])[C@H:9]3[CH2:10][C@@H:11]([CH3:22])[C@@H:12]1[OH:21] |^1:23|. Reported procedure: A solution of 10.0 g of 3-methoxy-16α-methyl-1,3,5(10)-estratrien-17β-ol in 200 ml of absolute THF and 20 ml of tert.-butanol is dropped at -50° C. to about 500 ml of ammonia and then combined in incremental portions with 6.3 g of lithium. The mixture is agitated for 3 hours at -40° C., ammonia is allowed to evaporate overnight, the residue is taken up in about 1 liter of water, and extracted with ethyl acetate, thus obtaining 9.6 g of 3-methoxy-16α-methyl-2,5(10)-estradien-17β-ol as an amorphou...